This data is from the Open Reaction Database (ORD), a public repository of structured organic reaction records. The task is: describe an organic reaction: reactants, conditions, products, and yield Reactants: COC(=O)C(CC1CCCC1)c1ccc(F)c(F)c1, CNC(N)=O, C[O-], C[O-], CO, [Mg+2]. Yields the product CNC(=O)NC(=O)C(CC1CCCC1)c1ccc(F)c(F)c1. As a reaction SMILES: [CH3:1][O:2][C:3]([CH:4]([CH2:5][CH:6]1[CH2:7][CH2:8][CH2:9][CH2:10]1)[c:11]1[cH:12][c:13]([F:18])[c:14]([F:17])[cH:15][cH:16]1)=[O:19].[CH3:20][NH:21][C:22](=[O:23])[NH2:24].[CH3:25][O-:26].[CH3:28][O-:29].[CH3:30][OH:31].[Mg+2:27]>>[C:3]([CH:4]([CH2:5][CH:6]1[CH2:7][CH2:8][CH2:9][CH2:10]1)[c:11]1[cH:12][c:13]([F:18])[c:14]([F:17])[cH:15][cH:16]1)(=[O:19])[NH:24][C:22]([NH:21][CH3:20])=[O:23]. The reactants are CO, CS(=O)(=O)OC1CCC2(CC1)OCCO2, [H-], Ic1cn[nH]c1, [Na+], CN(C)C=O, O. Product: Ic1cnn(C2CCC3(CC2)OCCO3)c1. Reaction SMILES: [CH3:30][OH:31].[CH3:9][S:10]([O:11][CH:14]1[CH2:15][CH2:16][C:17]2([O:18][CH2:19][CH2:20][O:21]2)[CH2:22][CH2:23]1)(=[O:12])=[O:13].[H-:1].[I:3][c:4]1[cH:5][n:6][nH:7][cH:8]1.[Na+:2].[O:25]=[CH:26][N:27]([CH3:28])[CH3:29].[OH2:24]>>[I:3][c:4]1[cH:5][n:6]([CH:14]2[CH2:15][CH2:16][C:17]3([O:18][CH2:19][CH2:20][O:21]3)[CH2:22][CH2:23]2)[n:7][cH:8]1. The reactants are CN1C=2C=CC(=CC2C2=C1NC(C1=CC=CC=C21)=O)Cl (7-methyl-10-chloro-7H-indolo(2,3-c)isoquinolin-5(6H)-one), [H-].[Na+] (sodium hydride), C(=C)Br (vinyl bromide). Yields the product C(=C)OC1=NC2=C(C3=CC=CC=C13)C=1C=C(C=CC1N2C)Cl (5-Vinyloxy-7-methyl-10-chloro-7H-indolo(2,3-c)isoquinoline). As a reaction SMILES: [CH3:1][N:2]1[C:10]2[NH:11][C:12](=[O:19])[C:13]3[C:18]([C:9]=2[C:8]2[CH:7]=[C:6]([Cl:20])[CH:5]=[CH:4][C:3]1=2)=[CH:17][CH:16]=[CH:15][CH:14]=3.[H-].[Na+].[CH:23](Br)=[CH2:24]>>[CH:23]([O:19][C:12]1[C:13]2[C:18](=[CH:17][CH:16]=[CH:15][CH:14]=2)[C:9]2[C:8]3[CH:7]=[C:6]([Cl:20])[CH:5]=[CH:4][C:3]=3[N:2]([CH3:1])[C:10]=2[N:11]=1)=[CH2:24] |f:1.2|. Reported procedure: 5-Vinyloxy-7-methyl-10-chloro-7H-indolo(2,3-c)isoquinoline (melting point 121°-124° C.) is prepared from 7-methyl-10-chloro-7H-indolo(2,3-c)isoquinolin-5(6H)-one, sodium hydride and vinyl bromide by the method described in Example 8. The reactants are NC(C#N)(CN1N=C2C(=N1)C=C(C=C2C=C)Cl)C (2-amino-3-(6-chloro-4-vinyl-2H-benzotriazol-2-yl)-2-methylpropionitrile), FC(C1=CC=C(C(=S)Cl)C=C1)(F)F (4-trifluoromethylthiobenzoyl chloride). Product: ClC=1C=C(C=2C(=NN(N2)CC(C)(C#N)NC(C2=CC=C(C=C2)C(F)(F)F)=S)C1)C=C (N-[2-(6-Chloro-4-vinyl-2H-benzotriazol-2-yl)-1-cyano-1-methylethyl]-4-trifluoromethylthiobenzamide), solid. Yield: 73.0%. Reaction SMILES: [NH2:1][C:2]([CH3:18])([CH2:5][N:6]1[N:10]=[C:9]2[CH:11]=[C:12]([Cl:17])[CH:13]=[C:14]([CH:15]=[CH2:16])[C:8]2=[N:7]1)[C:3]#[N:4].[F:19][C:20]([F:31])([F:30])[C:21]1[CH:29]=[CH:28][C:24]([C:25](Cl)=[S:26])=[CH:23][CH:22]=1>>[Cl:17][C:12]1[CH:13]=[C:14]([CH:15]=[CH2:16])[C:8]2[C:9]([CH:11]=1)=[N:10][N:6]([CH2:5][C:2]([NH:1][C:25](=[S:26])[C:24]1[CH:23]=[CH:22][C:21]([C:20]([F:19])([F:30])[F:31])=[CH:29][CH:28]=1)([C:3]#[N:4])[CH3:18])[N:7]=2. Reported procedure: Using a procedure similar to that described in Example 1, except using 2-amino-3-(6-chloro-4-vinyl-2H-benzotriazol-2-yl)-2-methylpropionitrile (50 mg) described in Example 59 above and 4-trifluoromethylthiobenzoyl chloride (0.05 mL), the title compound was isolated as a white solid (65 mg, 73%). Rf=0.5 (1:1 EA/heptane). MS (ES): M/Z [M+H]=466. NMR: (400 MHz, DMSO-d6): 1.75 (s, 3H), 5.41 (d, J=13.4 Hz, 1H), 5.50 (d, J=11.5 Hz, 1H), 5.57 (d, J=13.4 Hz, 1H), 6.45 (d, J=17.6 Hz, 1H), 6.91 (dd, J=17.... The product is Cc1ccc(NC(=O)NCc2ccc3c(c2)CN(C2CCC(=O)NC2=O)C3=O)cc1O. As a reaction SMILES: [C:1]([Si:2]([CH3:3])([CH3:4])[O:6][c:7]1[cH:8][c:9]([NH:14][C:15](=[O:16])[NH:17][CH2:18][c:19]2[cH:20][c:21]3[c:25]([cH:26][cH:27]2)[C:24](=[O:28])[N:23]([CH:29]2[C:30](=[O:36])[NH:31][C:32](=[O:35])[CH2:33][CH2:34]2)[CH2:22]3)[cH:10][cH:11][c:12]1[CH3:13])([CH3:5])([CH3:37])[CH3:38].[Cs+:40].[F-:39].[O:41]=[CH:42][N:43]([CH3:44])[CH3:45].[OH2:46]>>[OH:6][c:7]1[cH:8][c:9]([NH:14][C:15](=[O:16])[NH:17][CH2:18][c:19]2[cH:20][c:21]3[c:25]([cH:26][cH:27]2)[C:24](=[O:28])[N:23]([CH:29]2[C:30](=[O:36])[NH:31][C:32](=[O:35])[CH2:33][CH2:34]2)[CH2:22]3)[cH:10][cH:11][c:12]1[CH3:13]. Starting materials: Cc1ccc(NC(=O)NCc2ccc3c(c2)CN(C2CCC(=O)NC2=O)C3=O)cc1O[Si](C)(C)C(C)(C)C, [Cs+], [F-], CN(C)C=O, O.